Dataset: the Open Reaction Database (ORD), a public repository of structured organic reaction records. Task: describe an organic reaction: reactants, conditions, products, and yield The reactants are C(CCC)C1=NOC(=C1CN1C(C2=CC=CC=C2C1=O)=O)C (2-(3-Butyl-5-methyl-isoxazol-4-ylmethyl)-isoindole-1,3-dione), O.NN (hydrazine hydrate). The solvent is CO (MeOH). Run at temperature 55 celsius. Product: C(CCC)C1=NOC(=C1CN)C (C-(3-Butyl-5-methyl-isoxazol-4-yl)-methylamine). Isolated yield 81.7%. Reaction SMILES: [CH2:1]([C:5]1[C:9]([CH2:10][N:11]2C(=O)C3C(=CC=CC=3)C2=O)=[C:8]([CH3:22])[O:7][N:6]=1)[CH2:2][CH2:3][CH3:4].O.NN>CO>[CH2:1]([C:5]1[C:9]([CH2:10][NH2:11])=[C:8]([CH3:22])[O:7][N:6]=1)[CH2:2][CH2:3][CH3:4] |f:1.2|. Procedure details: 2-(3-Butyl-5-methyl-isoxazol-4-ylmethyl)-isoindole-1,3-dione (1.20 g, 4.0 mmol) was dissolved in MeOH (20 mL) then hydrazine hydrate (1.51 g, 30.1 mmol) was added and the reaction mixture heated at 55° C. After 2 h the reaction mixture was cooled and filtered. The filtrate was evaporated then purified by chromatography (silica, 2 to 10% methanol in dichloromethane) to give the title compound (550 mg, 81%) as a yellow liquid. MS: m/e=348.5 [M+H]+.